This data is from the Open Reaction Database (ORD), a public repository of structured organic reaction records. The task is: describe an organic reaction: reactants, conditions, products, and yield The reactants are FC=1C=CC(=C2CC[C@H](C12)OC1=CC2=C([C@@H](CO2)CC(=O)OC)C=C1)B1OC(C(O1)(C)C)(C)C (methyl 2-((S)-6-((R)-7-fluoro-4-(4,4,5,5-tetramethyl-1,3,2-dioxaborolan-2-yl)-2,3-dihydro-1H-inden-1-yloxy)-2,3-dihydrobenzofuran-3-yl)acetate), BrC1=C(C=C(C=C1C)C1=CC=NN1C)C (5-(4-bromo-3,5-dimethylphenyl)-1-methyl-1H-pyrazole), Intermediate 17. Yields the product CC1=C(C(=CC(=C1)C1=CC=NN1C)C)C1=C2CC[C@H](C2=C(C=C1)F)OC1=CC2=C([C@@H](CO2)CC(=O)OC)C=C1 (Methyl 2-((S)-6-((R)-4-(2,6-dimethyl-4-(1-methyl-1H-pyrazol-5-yl)phenyl)-7-fluoro-2,3-dihydro-1H-inden-1-yloxy)-2,3-dihydrobenzofuran-3-yl)acetate). Reaction SMILES: [F:1][C:2]1[CH:3]=[CH:4][C:5](B2OC(C)(C)C(C)(C)O2)=[C:6]2[C:10]=1[C@H:9]([O:11][C:12]1[CH:25]=[CH:24][C:15]3[C@H:16]([CH2:19][C:20]([O:22][CH3:23])=[O:21])[CH2:17][O:18][C:14]=3[CH:13]=1)[CH2:8][CH2:7]2.Br[C:36]1[C:41]([CH3:42])=[CH:40][C:39]([C:43]2[N:47]([CH3:48])[N:46]=[CH:45][CH:44]=2)=[CH:38][C:37]=1[CH3:49]>>[CH3:42][C:41]1[CH:40]=[C:39]([C:43]2[N:47]([CH3:48])[N:46]=[CH:45][CH:44]=2)[CH:38]=[C:37]([CH3:49])[C:36]=1[C:5]1[CH:4]=[CH:3][C:2]([F:1])=[C:10]2[C:6]=1[CH2:7][CH2:8][C@H:9]2[O:11][C:12]1[CH:25]=[CH:24][C:15]2[C@H:16]([CH2:19][C:20]([O:22][CH3:23])=[O:21])[CH2:17][O:18][C:14]=2[CH:13]=1. Procedure: The title compound is prepared from methyl 2-((S)-6-((R)-7-fluoro-4-(4,4,5,5-tetramethyl-1,3,2-dioxaborolan-2-yl)-2,3-dihydro-1H-inden-1-yloxy)-2,3-dihydrobenzofuran-3-yl)acetate and 5-(4-bromo-3,5-dimethylphenyl)-1-methyl-1H-pyrazole following a procedure analogous to that described in Step 2 of Intermediate 17. Mass spectrum (ESI+): m/z=527 [M+H]+. The yield is 57.2%. The reactants are C(C)(C)OC(=O)OCCCl (isopropoxycarbonyloxyethyl chloride), [I-].[Na+] (sodium iodide), ice water. Run in C(Cl)(Cl)(Cl)Cl (carbon tetrachloride). Yields the product C(C)(C)OC(=O)OCCI (isopropoxycarbonyloxyethyl iodide). Reaction conditions: time 2 hour. As a reaction SMILES: [CH:1]([O:4][C:5]([O:7][CH2:8][CH2:9]Cl)=[O:6])([CH3:3])[CH3:2].[I-:11].[Na+]>[Cl-].[Zn+2].[Cl-].C(Cl)(Cl)(Cl)Cl>[CH:1]([O:4][C:5]([O:7][CH2:8][CH2:9][I:11])=[O:6])([CH3:3])[CH3:2] |f:1.2,3.4.5|. Procedure details: A mixture of isopropoxycarbonyloxyethyl chloride (=2-chloroethyl isopropylcarbonate) (1.67 g), carbon tetrachloride (10 ml), sodium iodide (2.10 g) and anhydrous zinc chloride (0.08 g) is stirred at room temperature for 2 hours, and thereafter, ice water is added to the mixture. The organic layer is separated, and the aqueous layer is extracted twice.with carbon tetrachloride. The combined organic layers are washed, dried and evaporated under reduced pressure to give isopropoxycarbonyloxyethyl i... The reagents and catalysts are [Cl-].[Zn+2].[Cl-] (zinc chloride). The reactants are [H-].[Al+3].[Li+].[H-].[H-].[H-] (Lithium aluminum hydride), ClC1=C2C=CN3C(C2=CC=C1)=NC(=C3C(=O)OCC)C (7-chloro-3-ethoxycarbonyl-2-methylimidazo[2,1-a]isoquinoline), C(C)(=O)OCC (ethyl acetate). Run in O1CCCC1 (tetrahydrofuran). Conditions: time 1.5 hour. Product: ClC1=C2C=CN3C(C2=CC=C1)=NC(=C3CO)C (7-chloro-3-hydroxymethyl-2-methylimidazo[2,1-a]isoquinoline). Isolated yield 44.5%. As a reaction SMILES: [H-].[Al+3].[Li+].[H-].[H-].[H-].[Cl:7][C:8]1[CH:17]=[CH:16][CH:15]=[C:14]2[C:9]=1[CH:10]=[CH:11][N:12]1[C:20]([C:21](OCC)=[O:22])=[C:19]([CH3:26])[N:18]=[C:13]12.C(OCC)(=O)C>O1CCCC1>[Cl:7][C:8]1[CH:17]=[CH:16][CH:15]=[C:14]2[C:9]=1[CH:10]=[CH:11][N:12]1[C:20]([CH2:21][OH:22])=[C:19]([CH3:26])[N:18]=[C:13]12 |f:0.1.2.3.4.5|. Procedure: Lithium aluminum hydride (0.668 g) was added portionwise to a solution of 7-chloro-3-ethoxycarbonyl-2-methylimidazo[2,1-a]isoquinoline (5.1 g) in tetrahydrofuran (100 ml) with ice-cooling under nitrogen atmosphere and the mixture was stirred at room temperature for 1.5 hours. After an addition of ethyl acetate, the mixture was evaporated in vacuo and the residue was extracted with hot ethanol. The extract was treated with activated charcoal and evaporated in vacuo. The residue was recrystallized... The reactants are C(C1=C(C(=CC(=C1)C(C)(C)C)C(C)(C)C)O)C1=C(C(=CC(=C1)C(C)(C)C)C(C)(C)C)O (2.2'-methylene-bis-(4,6-di-tert-butylphenol)), C(C(=C)C)(=O)OCCOC(CC(=O)C)=O (2-acetoacetoxyethyl methacrylate), C(CO)O (ethylene glycol), O.C1(=CC=C(C=C1)S(=O)(=O)O)C (p-toluenesulfonic acid monohydrate). Run in C1=CC=CC=C1 (benzene). Yields the product C(C(=C)C)(=O)OC(COC(C)=O)C1(OCCO1)C (α-(2-methyl-1,3-dioxolan-2-yl)-acetoxyethyl methacrylate). As a reaction SMILES: [C:1]([O:6][CH2:7][CH2:8][O:9][C:10](=[O:15])[CH2:11]C(C)=O)(=[O:5])[C:2]([CH3:4])=[CH2:3].[CH2:16]([OH:19])[CH2:17][OH:18].O.[C:21]1(C)C=CC(S(O)(=O)=O)=C[CH:22]=1.C(C1C=C(C(C)(C)C)C=C(C(C)(C)C)C=1O)C1C=C(C(C)(C)C)C=C(C(C)(C)C)C=1O>C1C=CC=CC=1>[C:1]([O:6][CH:7]([C:21]1([CH3:22])[O:19][CH2:16][CH2:17][O:18]1)[CH2:8][O:9][C:10](=[O:15])[CH3:11])(=[O:5])[C:2]([CH3:4])=[CH2:3] |f:2.3|. Reported procedure: 21.4 g (0.1 mol) of 2-acetoacetoxyethyl methacrylate, 18.62 g (0.3 mol) of ethylene glycol and 0.19 g (1 mmol) of p-toluenesulfonic acid monohydrate (1 mol % of p-TsOH) are dissolved in 200 ml of benzene and boiled under reflux under a water separator. 1.7 g (5 mol %) of 2,2,4,6-Ralox® [2.2'-methylene-bis-(4,6-di-tert-butylphenol), a commercial product from Raschig GmbH, Germany] are added as a polymerization inhibitor. The reactants are BrN1C(CCC1=O)=O (N-bromosuccinimide), resultant mixture, CN1C(N(C(C=C1C(F)(F)F)=O)C=1C=CC2=C(C(=NS2)CC#N)C1)=O (5-[3,6-dihydro-3-methyl-2,6-dioxo-4-(trifluoromethyl)-1(2H)-pyrimidinyl]-1,2-benzisothiazole-3-acetonitrile), BrN1C(CCC1=O)=O (N-bromosuccinimide), resultant mixture. The solvent is ClCCCl (1,2-dichloroethane). The product is BrC(C#N)C1=NSC2=C1C=C(C=C2)N2C(N(C(=CC2=O)C(F)(F)F)C)=O (α-Bromo-5-[3,6-dihydro-3-methyl-2,6-dioxo-4-(trifluoromethyl)-1(2H)-pyrimidyl]-1,2-benzisothiazole-3-acetonitrile). Yield: 56.2%. As a reaction SMILES: [CH3:1][N:2]1[C:7]([C:8]([F:11])([F:10])[F:9])=[CH:6][C:5](=[O:12])[N:4]([C:13]2[CH:14]=[CH:15][C:16]3[S:20][N:19]=[C:18]([CH2:21][C:22]#[N:23])[C:17]=3[CH:24]=2)[C:3]1=[O:25].[Br:26]N1C(=O)CCC1=O>ClCCCl>[Br:26][CH:21]([C:18]1[C:17]2[CH:24]=[C:13]([N:4]3[C:5](=[O:12])[CH:6]=[C:7]([C:8]([F:10])([F:11])[F:9])[N:2]([CH3:1])[C:3]3=[O:25])[CH:14]=[CH:15][C:16]=2[S:20][N:19]=1)[C:22]#[N:23]. Procedure details: To a solution of 5-[3,6-dihydro-3-methyl-2,6-dioxo-4-(trifluoromethyl)-1(2H)-pyrimidinyl]-1,2-benzisothiazole-3-acetonitrile (0.500 g, 0.00140 mol) in 1,2-dichloroethane is added N-bromosuccinimide (0.250 g, 0.00140 mol). The resultant mixture is irradiated with a UV lamp and stirred at reflux six hours. Additional N-bromosuccinimide (0.250 g, 0.00140 mol) is added and the resultant mixture is stirred 1.5 hours at reflux under a UV lamp. The mixture is cooled to room temperature and concentrated...